This data is from the Open Reaction Database (ORD), a public repository of structured organic reaction records. The task is: describe an organic reaction: reactants, conditions, products, and yield Reactants: C(#C)C1=CN=C(N1C)C(=O)N (5-ethynyl-1-methyl-1H-imidazole-2-carboxylic acid amide), CN([C@H]1CN(CC1)CC1=C(C=C(C=C1)NC(C1=CC(=C(C=C1)C)I)=O)C(F)(F)F)C ((R)-N-(4-((3-(Dimethylamino)pyrrolidin-1-yl)methyl)-3-(trifluoromethyl)phenyl)-3-iodo-4-methylbenzamide). The product is CN([C@H]1CN(CC1)CC1=C(C=C(C=C1)NC(=O)C=1C=CC(=C(C1)C#CC1=CN=C(N1C)C(=O)N)C)C(F)(F)F)C (5-[(5-{[4-{[(3R)-3-(dimethylamino)pyrrolidin-1-yl]methyl}-3-(trifluoromethyl)phenyl]carbamoyl}-2-methylphenyl)ethynyl]-1-methyl-1H-imidazole-2-carboxamide). As a reaction SMILES: [C:1]([C:3]1[N:7]([CH3:8])[C:6]([C:9]([NH2:11])=[O:10])=[N:5][CH:4]=1)#[CH:2].[CH3:12][N:13]([CH3:41])[C@@H:14]1[CH2:18][CH2:17][N:16]([CH2:19][C:20]2[CH:25]=[CH:24][C:23]([NH:26][C:27](=[O:36])[C:28]3[CH:33]=[CH:32][C:31]([CH3:34])=[C:30](I)[CH:29]=3)=[CH:22][C:21]=2[C:37]([F:40])([F:39])[F:38])[CH2:15]1>>[CH3:41][N:13]([CH3:12])[C@@H:14]1[CH2:18][CH2:17][N:16]([CH2:19][C:20]2[CH:25]=[CH:24][C:23]([NH:26][C:27]([C:28]3[CH:29]=[CH:30][C:31]([CH3:34])=[C:32]([C:2]#[C:1][C:3]4[N:7]([CH3:8])[C:6]([C:9]([NH2:11])=[O:10])=[N:5][CH:4]=4)[CH:33]=3)=[O:36])=[CH:22][C:21]=2[C:37]([F:40])([F:39])[F:38])[CH2:15]1. Procedure: The title compound can be synthesized from 5-ethynyl-1-methyl-1H-imidazole-2-carboxylic acid amide and (R)-N-(4-((3-(Dimethylamino)pyrrolidin-1-yl)methyl)-3-(trifluoromethyl)phenyl)-3-iodo-4-methylbenzamide in a manner similar to that described for Example 2. 5-ethynyl-1-methyl-1H-imidazole-2-carboxylic acid amide is prepared as in Example 2. Starting materials: C(C)(C)(C)C1=NN(C(=C1)CN)C1=CC(=C(C=C1)F)Cl ((3-tert-butyl-1-(3-chloro-4-fluorophenyl)-1H-pyrazol-5-yl)methanamine), ClC(=C(C)C)N(C)C (1-chloro-N,N,2-trimethyl-1-propenylamine), FC=1C=C(C=CC1S(=O)(=O)C)C(C(=O)O)C (2-(3-fluoro-4-(methylsulfonyl)phenyl)propanoic acid), C(C)N(C(C)C)C(C)C (N-ethyldiisopropylamine). The solvent is C(Cl)Cl (DCM). Conditions: time 1 hour. Product: C(C)(C)(C)C=1C=C(N(N1)C1=CC(=CC=C1)Cl)CNC(C(C)C1=CC(=C(C=C1)S(=O)(=O)C)F)=O (N-[[5-tert-butyl-2-(3-chlorophenyl)-2H-pyrazol-3-yl]-methyl]-2-(3-fluoro-4-methylsulfonyl-phenyl)-propionamide). Yield: 71.0%. Reaction SMILES: [C:1]([C:5]1[CH:9]=[C:8]([CH2:10][NH2:11])[N:7]([C:12]2[CH:17]=[CH:16][C:15](F)=[C:14]([Cl:19])[CH:13]=2)[N:6]=1)([CH3:4])([CH3:3])[CH3:2].ClC(N(C)C)=C(C)C.[F:28][C:29]1[CH:30]=[C:31]([CH:39]([CH3:43])[C:40](O)=[O:41])[CH:32]=[CH:33][C:34]=1[S:35]([CH3:38])(=[O:37])=[O:36].C(N(C(C)C)C(C)C)C>C(Cl)Cl>[C:1]([C:5]1[CH:9]=[C:8]([CH2:10][NH:11][C:40](=[O:41])[CH:39]([C:31]2[CH:32]=[CH:33][C:34]([S:35]([CH3:38])(=[O:36])=[O:37])=[C:29]([F:28])[CH:30]=2)[CH3:43])[N:7]([C:12]2[CH:17]=[CH:16][CH:15]=[C:14]([Cl:19])[CH:13]=2)[N:6]=1)([CH3:4])([CH3:3])[CH3:2]. Procedure: To a solution of (3-tert-butyl-1-(3-chloro-4-fluorophenyl)-1H-pyrazol-5-yl)methanamine (49 mg, 0.189 mmol) in DCM (1.3 mL) at room temperature and under nitrogen atmosphere was added 1-chloro-N,N,2-trimethyl-1-propenylamine (48 μL, 0.369 mmol), After 1 h of stirring were added 2-(3-fluoro-4-(methylsulfonyl)phenyl)propanoic acid (93 mg, 0.378 mmol) and N-ethyldiisopropylamine (0.11 mL, 0.662 mmol). The reaction mixture was stirred overnight at room temperature, washed with NaHCO3 solution (2×10 m... The reactants are C (carbon black), CCCCCCCCCCCCCCCC[N+]=1C=CC=CC1.[Cl-] (cetyl pyridinium chloride), ClCl (chlorine), silicone, ClCl (chlorine), CO (methanol), polymer XVIII. Solvent: C(Cl)(Cl)(Cl)Cl (carbon tetrachloride). Conditions: time 1 hour. The product is C=CC=C.C=CC1=CC=CC=C1 (Polystyrene-Polybutadiene). Reaction SMILES: ClCl.CO.C.[CH3:6][CH2:7][CH2:8][CH2:9]CCCC[CH2:14][CH2:15][CH2:16][CH2:17][CH2:18][CH2:19][CH2:20][CH2:21][N+]1C=CC=CC=1.[Cl-]>C(Cl)(Cl)(Cl)Cl>[CH2:6]=[CH:7][CH:8]=[CH2:9].[CH2:21]=[CH:20][C:19]1[CH:14]=[CH:15][CH:16]=[CH:17][CH:18]=1 |f:3.4,6.7|. Reported procedure: In an evacuated one liter beverage bottle equipped with a rubber septum and stir bar was added ten grams of polymer XVIII in carbon tetrachloride (100 grams). The solution was treated with 900 milliliters (0.04 mol, 2.6 grams) of chlorine gas introduced into the solution via cannula. After one hour, methanol (500 milliliters) was added to the reaction mixture to precipitate a white product. After filtration and vacuum drying, the resultant polymer had two glass transition temperatures at 52° and... Starting materials: [Ba+2], O=C([O-])[O-], CCOC(C)=O, CCOC(=O)NC1Cc2ccccc2C1Cl, COc1ccc(N)c(CO)c1. The product is CCOC(=O)NC1Cc2ccccc2C1Nc1ccc(OC)cc1CO. RXN SMILES: [Ba+2:32].[C:28](=[O:29])([O-:30])[O-:31].[CH3:33][CH2:34][O:35][C:36](=[O:37])[CH3:38].[Cl:12][CH:13]1[CH:14]([NH:22][C:23](=[O:24])[O:25][CH2:26][CH3:27])[CH2:15][c:16]2[cH:17][cH:18][cH:19][cH:20][c:21]21.[NH2:1][c:2]1[c:3]([CH2:4][OH:5])[cH:6][c:7]([O:10][CH3:11])[cH:8][cH:9]1>>[NH:1]([c:2]1[c:3]([CH2:4][OH:5])[cH:6][c:7]([O:10][CH3:11])[cH:8][cH:9]1)[CH:13]1[CH:14]([NH:22][C:23](=[O:24])[O:25][CH2:26][CH3:27])[CH2:15][c:16]2[cH:17][cH:18][cH:19][cH:20][c:21]21. Starting materials: ClC1=CC2=C(C(N3C(C(N2C)=O)CCC3)=O)C=C1 ((+)-8-chloro-1,2,3,11 a-tetrahydro-10-methyl-5 H-pyrrolo[2,1-c] [1,4] benzodiazepin-5,11(10H)-dione), CN1C(C2N(C(C3=C1C=CC=C3)=O)CCC2)=O ((+) 1,2,3,11a-tetrahydro-10 -methyl-5 H-pyrrolo[2,1-c] [1,4] benzodiazepin-5,11(10H)-dione). The product is ClC1=CC2=C(CN3C(C(N2C)=O)CCC3)C=C1 (8-Chloro-1,2,3,5,10,11a-hexahydro-10-methyl-11 H-pyrrolo[2,1-c] [1,4] benzodiazepin-11- one). RXN SMILES: [Cl:1][C:2]1[CH:18]=[CH:17][C:5]2[C:6](=O)[N:7]3[CH2:15][CH2:14][CH2:13][CH:8]3[C:9](=[O:12])[N:10]([CH3:11])[C:4]=2[CH:3]=1.CN1C2C=CC=CC=2C(=O)N2CCCC2C1=O>>[Cl:1][C:2]1[CH:18]=[CH:17][C:5]2[CH2:6][N:7]3[CH2:15][CH2:14][CH2:13][CH:8]3[C:9](=[O:12])[N:10]([CH3:11])[C:4]=2[CH:3]=1. Reported procedure: This compound is obtained when (+)-8-chloro-1,2,3,11 a-tetrahydro-10-methyl-5 H-pyrrolo[2,1-c] [1,4] benzodiazepin-5,11(10H)-dione (melting point 191° -194°C. prepared from L-proline and 4-chloro-N-methylisatoic anhydride is described in Example 1) is substituted for (+) 1,2,3,11a-tetrahydro-10 -methyl-5 H-pyrrolo[2,1-c] [1,4] benzodiazepin-5,11(10H)-dione in the process of Example 1. Reactants: O=C([O-])[O-], [Cl-], Cc1ccc(S(=O)(=O)OCCF)cc1, [K+], [K+], [NH4+], COc1ccc2nc(-c3ccc(O)c(I)c3)cn2c1. The product is COc1ccc2nc(-c3ccc(OCCF)c(I)c3)cn2c1. As a reaction SMILES: [C:20](=[O:21])([O-:22])[O-:23].[Cl-:40].[F:26][CH2:27][CH2:28][O:29][S:30]([c:31]1[cH:32][cH:33][c:34]([CH3:35])[cH:36][cH:37]1)(=[O:38])=[O:39].[K+:24].[K+:25].[NH4+:41].[OH:1][c:2]1[c:3]([I:19])[cH:4][c:5](-[c:8]2[n:9][c:10]3[n:11]([cH:12][c:13]([O:16][CH3:17])[cH:14][cH:15]3)[cH:18]2)[cH:6][cH:7]1>>[O:1]([c:2]1[c:3]([I:19])[cH:4][c:5](-[c:8]2[n:9][c:10]3[n:11]([cH:12][c:13]([O:16][CH3:17])[cH:14][cH:15]3)[cH:18]2)[cH:6][cH:7]1)[CH2:28][CH2:27][F:26]. Reactants: C=C1CCC(C(=O)NCc2cc(C(F)(F)F)cc(C(F)(F)F)c2)(C(C)C)C1, ClCCl, O=[O+][O-], c1ccc(P(c2ccccc2)c2ccccc2)cc1. The product is CC(C)C1(C(=O)NCc2cc(C(F)(F)F)cc(C(F)(F)F)c2)CCC(=O)C1. Reaction SMILES: [CH2:1]=[C:2]1[CH2:3][C:4]([C:7](=[O:8])[NH:9][CH2:10][c:11]2[cH:12][c:13]([C:21]([F:22])([F:23])[F:24])[cH:14][c:15]([C:17]([F:18])([F:19])[F:20])[cH:16]2)([CH:25]([CH3:26])[CH3:27])[CH2:5][CH2:6]1.[Cl:50][CH2:51][Cl:52].[O-:28][O+:29]=[O:30].[c:31]1([P:32]([c:33]2[cH:34][cH:35][cH:36][cH:37][cH:38]2)[c:39]2[cH:40][cH:41][cH:42][cH:43][cH:44]2)[cH:45][cH:46][cH:47][cH:48][cH:49]1>>[C:2]1(=[O:28])[CH2:3][C:4]([C:7](=[O:8])[NH:9][CH2:10][c:11]2[cH:12][c:13]([C:21]([F:22])([F:23])[F:24])[cH:14][c:15]([C:17]([F:18])([F:19])[F:20])[cH:16]2)([CH:25]([CH3:26])[CH3:27])[CH2:5][CH2:6]1. Reactants: COc1c(CC#N)cccc1Oc1ccccc1F, CCO, [K+], [OH-], O. As a reaction SMILES: [CH3:1][O:2][c:3]1[c:4]([CH2:17][C:18]#[N:19])[cH:5][cH:6][cH:7][c:8]1[O:9][c:10]1[c:11]([F:16])[cH:12][cH:13][cH:14][cH:15]1.[CH3:23][CH2:24][OH:25].[K+:21].[OH-:20].[OH2:22]>>[CH3:1][O:2][c:3]1[c:4]([CH2:17][C:18](=[O:20])[OH:22])[cH:5][cH:6][cH:7][c:8]1[O:9][c:10]1[c:11]([F:16])[cH:12][cH:13][cH:14][cH:15]1. The product is COc1c(CC(=O)O)cccc1Oc1ccccc1F.